describe an organic reaction: reactants, conditions, products, and yield From a dataset of the Open Reaction Database (ORD), a public repository of structured organic reaction records. Starting materials: O=C(O)CN1C(=O)C(=Cc2ccccc2)SC1=S, CCBr, CN(C)C=O, C[N+](C)(C)C, CO, [OH-]. The product is CCOC(=O)CN1C(=O)C(=Cc2ccccc2)SC1=S. As a reaction SMILES: [C:6](=[O:7])([OH:8])[CH2:9][N:10]1[C:11](=[S:23])[S:12][C:13](=[CH:16][c:17]2[cH:18][cH:19][cH:20][cH:21][cH:22]2)[C:14]1=[O:15].[CH2:30]([CH3:31])[Br:32].[CH3:1][N:2]([CH3:3])[CH:4]=[O:5].[CH3:25][N+:26]([CH3:27])([CH3:28])[CH3:29].[CH3:33][OH:34].[OH-:24]>>[C:6](=[O:7])([O:8][CH2:30][CH3:31])[CH2:9][N:10]1[C:11](=[S:23])[S:12][C:13](=[CH:16][c:17]2[cH:18][cH:19][cH:20][cH:21][cH:22]2)[C:14]1=[O:15]. Starting materials: BrC=1C(=C(C=C(C1)Br)C=1NC=CC1)OC (2-(3,5-dibromo-2-methoxyphenyl)-1H-pyrrole), C(C)(=O)[O-].[Na+] (sodium acetate), P(=O)(Cl)(Cl)Cl (Phosphorus oxychloride), CN(C=O)C (N,N-dimethylformamide). Solvent: ClCCCl (1,2-dichloroethane), ClCCCl (1,2-Dichloroethane). Conditions: time 1.5 hour. The product is BrC=1C(=C(C=C(C1)Br)C1=CC=C(N1)C=O)OC (5-(3,5-Dibromo-2-methoxyphenyl)-1H-pyrrole-2-carboxaldehyde), solid. RXN SMILES: P(Cl)(Cl)(Cl)=O.CN(C)[CH:8]=[O:9].[Br:11][C:12]1[C:13]([O:24][CH3:25])=[C:14]([C:19]2[NH:20][CH:21]=[CH:22][CH:23]=2)[CH:15]=[C:16]([Br:18])[CH:17]=1.C([O-])(=O)C.[Na+]>ClCCCl>[Br:11][C:12]1[C:13]([O:24][CH3:25])=[C:14]([C:19]2[NH:20][C:21]([CH:8]=[O:9])=[CH:22][CH:23]=2)[CH:15]=[C:16]([Br:18])[CH:17]=1 |f:3.4|. Reported procedure: Phosphorus oxychloride (0.18 ml, 1.9 mmol) was added to N,N-dimethylformamide (0.15 ml, 1.9 mmol) at 0° C. under argon with constant stirring. The resulting mixture was allowed to warm to room temperature and was then stirred for 1.5 h. 1,2-Dichloroethane (1.5 ml) was added and a solution of 2-(3,5-dibromo-2-methoxyphenyl)-1H-pyrrole (0.30 g, 0.91 mmol) in 1,2-dichloroethane (3 ml) was then added at 0° C. The reaction mixture was stirred at room temperature for 16 h. On cooling, the mixture was ... Yields the product COC(CCC1=C(C=CC=C1OCCCCCO)OCCCCC(=O)OCC)=O (6-[(5-hydroxypentyl)oxy]-2-(5-ethoxy-5-oxopentyloxy)benzenepropanoic acid methyl ester). Procedure details: A mixture of the 2-hydroxy-6-[(5-hydroxypentyl)oxy]benzenepropanoic acid methyl ester from the preceding example (1.4 g; 4.96 mmol), 1.13 g (5.4 mmol) of ethyl 5-bromovalerate, 1.57 g (11.4 mmol) of anhydrous, granular potassium carbonate, and 12 mL of dimethyl sulfoxide was stirred at room temperature for 6 hr. The resulting slurry was filtered with suction and the solids were washed well with ethyl acetate. The filtrate and washed were combined and treated with water. Work-up with ether in the... Reaction SMILES: [CH3:1][O:2][C:3](=[O:20])[CH2:4][CH2:5][C:6]1[C:11]([O:12][CH2:13][CH2:14][CH2:15][CH2:16][CH2:17][OH:18])=[CH:10][CH:9]=[CH:8][C:7]=1[OH:19].Br[CH2:22][CH2:23][CH2:24][CH2:25][C:26]([O:28][CH2:29][CH3:30])=[O:27].C(=O)([O-])[O-].[K+].[K+]>CS(C)=O>[CH3:1][O:2][C:3](=[O:20])[CH2:4][CH2:5][C:6]1[C:11]([O:12][CH2:13][CH2:14][CH2:15][CH2:16][CH2:17][OH:18])=[CH:10][CH:9]=[CH:8][C:7]=1[O:19][CH2:22][CH2:23][CH2:24][CH2:25][C:26]([O:28][CH2:29][CH3:30])=[O:27] |f:2.3.4|. The reactants are COC(CCC1=C(C=CC=C1OCCCCCO)O)=O (2-hydroxy-6-[(5-hydroxypentyl)oxy]benzenepropanoic acid methyl ester), BrCCCCC(=O)OCC (ethyl 5-bromovalerate), C([O-])([O-])=O.[K+].[K+] (potassium carbonate). The solvent is CS(=O)C (dimethyl sulfoxide). Isolated yield 49.3%. Reaction conditions: time 6 hour. Starting materials: N1=CC=CC=C1 (pyridine), BrCC(=O)O (bromoacetic acid). Run in C(C)(=O)OCC (ethyl acetate). Conditions: time 8 hour. Yields the product [Br-].C(=O)(O)C[NH+]1CC=CC=C1 (1-(Carboxymethyl)-1,2-dihydropyridinium bromide). As a reaction SMILES: [N:1]1[CH:6]=[CH:5][CH:4]=[CH:3][CH:2]=1.[Br:7][CH2:8][C:9]([OH:11])=[O:10]>C(OCC)(=O)C>[Br-:7].[C:9]([CH2:8][NH+:1]1[CH:6]=[CH:5][CH:4]=[CH:3][CH2:2]1)([OH:11])=[O:10] |f:3.4|. Procedure: To a solution of 16.2 mL of pyridine (200 mmol) in 120 mL of ethyl acetate there are added, in portions, 27.8 g (200 mmoles) of bromoacetic acid. The batch is then stirred at ambient temperature overnight. The precipitate thereby obtained is filtered off and then washed with cold ethyl acetate. After drying, the title product is obtained in the form of a powder which is used directly in the next Step. Reactants: Cl.NCCOC1=CC=C(C=C1)O (p-(2-aminoethoxy)phenol hydrochloride), O1CC1COC1=CC=CC=C1 (1,2-epoxy-3-phenoxy-propane). Run in C(C)N(CC)CC (triethylamine). Product: Cl.OC(CNCCOC1=CC=C(C=C1)O)COC1=CC=CC=C1 (p-(2-[2-hydroxy-3-phenoxypropylamino]ethoxy)phenol hydrochloride). The yield is 15.6%. RXN SMILES: [ClH:1].[NH2:2][CH2:3][CH2:4][O:5][C:6]1[CH:11]=[CH:10][C:9]([OH:12])=[CH:8][CH:7]=1.[O:13]1[CH:15]([CH2:16][O:17][C:18]2[CH:23]=[CH:22][CH:21]=[CH:20][CH:19]=2)[CH2:14]1>C(N(CC)CC)C>[ClH:1].[OH:13][CH:15]([CH2:16][O:17][C:18]1[CH:23]=[CH:22][CH:21]=[CH:20][CH:19]=1)[CH2:14][NH:2][CH2:3][CH2:4][O:5][C:6]1[CH:11]=[CH:10][C:9]([OH:12])=[CH:8][CH:7]=1 |f:0.1,4.5|. Procedure details: A mixture of p-(2-aminoethoxy)phenol hydrochloride, (1.89 g) triethylamine (1.01 g) and 1,2-epoxy-3-phenoxy-propane (1.5 g) was heated under reflux for 24 hours. The reaction mixture was cooled and the solvent was evaporated. The residue was partitioned between dichloromethane (100 ml) and 10% w/v potassium carbonate solution. The organic layer was separated, dried (MgSO4), and the solvent was evaporated. The residual oil was dissolved in ethyl acetate and dry hydrogen chloride was passed throug... The reactants are [Al+3], CO, CC=Cc1cc(C(OCOC)(C(F)(F)F)C(F)(F)F)cnc1Oc1cccc(C(=O)OC)c1, [H-], [H-], [H-], [H-], [Li+], C1CCOC1, O. Product: CC=Cc1cc(C(OCOC)(C(F)(F)F)C(F)(F)F)cnc1Oc1cccc(CO)c1. Reaction SMILES: [Al+3:35].[CH3:40][OH:41].[F:1][C:2]([C:3]([C:4]([F:5])([F:6])[F:7])([O:8][CH2:9][O:10][CH3:11])[c:12]1[cH:13][c:14]([CH:29]=[CH:30][CH3:31])[c:15]([O:18][c:19]2[cH:20][c:21]([C:22](=[O:23])[O:24][CH3:25])[cH:26][cH:27][cH:28]2)[n:16][cH:17]1)([F:32])[F:33].[H-:34].[H-:37].[H-:38].[H-:39].[Li+:36].[O:43]1[CH2:44][CH2:45][CH2:46][CH2:47]1.[OH2:42]>>[F:1][C:2]([C:3]([C:4]([F:5])([F:6])[F:7])([O:8][CH2:9][O:10][CH3:11])[c:12]1[cH:13][c:14]([CH:29]=[CH:30][CH3:31])[c:15]([O:18][c:19]2[cH:20][c:21]([CH2:22][OH:23])[cH:26][cH:27][cH:28]2)[n:16][cH:17]1)([F:32])[F:33].